describe an organic reaction: reactants, conditions, products, and yield From a dataset of the Open Reaction Database (ORD), a public repository of structured organic reaction records. Starting materials: ClC1=C(C(=O)C2=CC=C(C=C2)C(C)C)C=C(C=C1)[N+](=O)[O-] (2-chloro-5-nitro-4′-isopropyl-benzophenone), amine. Solvent: C(C)(C)N (isopropylamine). Run at temperature 65 celsius. Yields the product C(C)(C)NC1=C(C(=O)C2=CC=C(C=C2)C(C)C)C=C(C=C1)[N+](=O)[O-] (2-isopropylamino-5-nitro-4′-isopropyl-benzophenone). RXN SMILES: Cl[C:2]1[CH:18]=[CH:17][C:16]([N+:19]([O-:21])=[O:20])=[CH:15][C:3]=1[C:4]([C:6]1[CH:11]=[CH:10][C:9]([CH:12]([CH3:14])[CH3:13])=[CH:8][CH:7]=1)=[O:5]>C(N)(C)C>[CH:16]([NH:19][C:2]1[CH:18]=[CH:17][C:16]([N+:19]([O-:21])=[O:20])=[CH:15][C:3]=1[C:4]([C:6]1[CH:11]=[CH:10][C:9]([CH:12]([CH3:14])[CH3:13])=[CH:8][CH:7]=1)=[O:5])([CH3:17])[CH3:15]. Reported procedure: A mixture of 300 mg (0.95 mmol) of the compound obtained in step B in 15 ml isopropylamine is heated to 65° C. for 10 h in a sealed tube. The excess of amine is stripped off i.v. Extraction of the residue with ethyl acetate/water gives a quantitative yield of the product in form of a yellow resin, which is used without purification in the next step. Starting materials: OC(C)[C@H]1CC[C@H]2[C@@H]3CC[C@H]4N(C(CC[C@]4(C)[C@H]3CC[C@]12C)=O)C (20-hydroxy-4-methyl-5α-4-azapregnan-3-one), N1=CC=CC=C1 (pyridine), C(CCCCCCCCC=C)(=O)Cl (10-undecenoyl chloride). The solvent is C(Cl)Cl (methylene chloride), C(Cl)Cl (methylene chloride). Reaction conditions: time 10 minute. The product is CN1[C@@H]2CC[C@H]3[C@@H]4CC[C@H](C(C)OC(CCCCCCCCC=C)=O)[C@]4(CC[C@@H]3[C@]2(CCC1=O)C)C (4-methyl-20-(10-undecenoyloxy)-5α-4-azapregnan-3-one). Reaction SMILES: [OH:1][CH:2]([C@@H:4]1[C@:21]2([CH3:22])[C@H:7]([C@H:8]3[C@H:18]([CH2:19][CH2:20]2)[C@:16]2([CH3:17])[C@H:11]([N:12]([CH3:24])[C:13](=[O:23])[CH2:14][CH2:15]2)[CH2:10][CH2:9]3)[CH2:6][CH2:5]1)[CH3:3].N1C=CC=CC=1.[C:31](Cl)(=[O:42])[CH2:32][CH2:33][CH2:34][CH2:35][CH2:36][CH2:37][CH2:38][CH2:39][CH:40]=[CH2:41]>C(Cl)Cl>[CH3:24][N:12]1[C:13](=[O:23])[CH2:14][CH2:15][C@@:16]2([CH3:17])[C@H:11]1[CH2:10][CH2:9][C@@H:8]1[C@@H:18]2[CH2:19][CH2:20][C@@:21]2([CH3:22])[C@H:7]1[CH2:6][CH2:5][C@@H:4]2[CH:2]([O:1][C:31](=[O:42])[CH2:32][CH2:33][CH2:34][CH2:35][CH2:36][CH2:37][CH2:38][CH2:39][CH:40]=[CH2:41])[CH3:3]. Reported procedure: To a solution of 20-hydroxy-4-methyl-5α-4-azapregnan-3-one (0.167 g, 0.5 mM) and pyridine (0.1 mL) in anhydrous methylene chloride (4.5 mL) at ice-bath temperatures was added 10-undecenoyl chloride (0.13 mL, 0.6 mM) dropwise. After 10 minutes, the reaction mixture was allowed to warm to room temperature and stir overnight. After diluting further with methylene chloride the mixture was washed with dilute hydrochloric acid, water, and brine, and dried (Na2SO4). The residue obtained from concentrat... Reactants: Cc1ccccc1, OCc1c(C2CC2)nc2ccc(Cl)nn12, O=C1CC(C=C(F)F)CN1, Cc1ccc(S(=O)(=O)O)cc1. The product is O=C1CC(C=C(F)F)CN1Cc1c(C2CC2)nc2ccc(Cl)nn12. Reaction SMILES: [CH3:37][c:38]1[cH:39][cH:40][cH:41][cH:42][cH:43]1.[Cl:1][c:2]1[cH:3][cH:4][c:5]2[n:6]([n:7]1)[c:8]([CH2:14][OH:15])[c:9]([CH:11]1[CH2:12][CH2:13]1)[n:10]2.[F:16][C:17](=[CH:18][CH:19]1[CH2:20][C:21](=[O:24])[NH:22][CH2:23]1)[F:25].[c:26]1([CH3:27])[cH:28][cH:29][c:30]([S:31]([OH:32])(=[O:33])=[O:34])[cH:35][cH:36]1>>[Cl:1][c:2]1[cH:3][cH:4][c:5]2[n:6]([n:7]1)[c:8]([CH2:14][N:22]1[C:21](=[O:24])[CH2:20][CH:19]([CH:18]=[C:17]([F:16])[F:25])[CH2:23]1)[c:9]([CH:11]1[CH2:12][CH2:13]1)[n:10]2. The reactants are CO, CS(=O)(=O)c1ccc(C#N)nc1, Cl, [H][H]. Product: CS(=O)(=O)c1ccc(CN)nc1, Cl. RXN SMILES: [CH3:16][OH:17].[CH3:1][S:2](=[O:3])(=[O:4])[c:5]1[cH:6][cH:7][c:8]([C:11]#[N:12])[n:9][cH:10]1.[ClH:13].[H:14][H:15]>>[CH3:1][S:2](=[O:3])(=[O:4])[c:5]1[cH:6][cH:7][c:8]([CH2:11][NH2:12])[n:9][cH:10]1.[ClH:13].